Task: describe an organic reaction: reactants, conditions, products, and yield. Dataset: the Open Reaction Database (ORD), a public repository of structured organic reaction records Starting materials: [H-].[Al+3].[Li+].[H-].[H-].[H-] (Lithium aluminium hydride), O (water), aqueous solution, [OH-].[Na+] (sodium hydroxide), O (water), N1(CCC1)C(=O)C1CN(C1)C(C1=CC=CC=C1)C1=CC=CC=C1 (3-(azetidin-1-ylcarbonyl)-1-benzhydrylazetidine). Run in O1CCCC1 (tetrahydrofuran), O1CCCC1 (tetrahydrofuran). Conditions: temperature 60 celsius, time 2 hour. The product is N1(CCC1)CC1CN(C1)C(C1=CC=CC=C1)C1=CC=CC=C1 (3-(Azetidin-1-ylmethyl)-1-benzhydrylazetidine). Isolated yield 102.5%. RXN SMILES: [H-].[Al+3].[Li+].[H-].[H-].[H-].[N:7]1([C:11]([CH:13]2[CH2:16][N:15]([CH:17]([C:24]3[CH:29]=[CH:28][CH:27]=[CH:26][CH:25]=3)[C:18]3[CH:23]=[CH:22][CH:21]=[CH:20][CH:19]=3)[CH2:14]2)=O)[CH2:10][CH2:9][CH2:8]1.O.[OH-].[Na+]>O1CCCC1>[N:7]1([CH2:11][CH:13]2[CH2:14][N:15]([CH:17]([C:24]3[CH:29]=[CH:28][CH:27]=[CH:26][CH:25]=3)[C:18]3[CH:19]=[CH:20][CH:21]=[CH:22][CH:23]=3)[CH2:16]2)[CH2:10][CH2:9][CH2:8]1 |f:0.1.2.3.4.5,8.9|. Reported procedure: Lithium aluminium hydride (300 mg) was suspended in tetrahydrofuran (10 ml) at room temperature under a nitrogen atmosphere, and a solution of 3-(azetidin-1-ylcarbonyl)-1-benzhydrylazetidine (1.14 g) in tetrahydrofuran (30 ml) was added dropwise. After the addition, the reaction mixture was stirred at 60° C. for 2 hours. After the reaction mixture was cooled in an ice water bath, water (0.3 ml), a 5N aqueous solution of sodium hydroxide (0.3 ml) and water (0.9 ml) were added, followed by stirrin... The reactants are C1CCOC1, [Li]C, [Na+], O=C([O-])O, O, CC1=C(c2ccccc2NS(=O)(=O)c2c(C)cc(C)cc2C)C(=O)CC1. The product is CC1=CCC(C)=C1c1ccccc1NS(=O)(=O)c1c(C)cc(C)cc1C. As a reaction SMILES: [CH2:27]1[O:28][CH2:29][CH2:30][CH2:31]1.[CH3:32][Li:33].[Na+:38].[O-:34][C:35]([OH:36])=[O:37].[OH2:39].[c:1]1([CH3:26])[c:2]([S:9](=[O:10])(=[O:11])[NH:12][c:13]2[c:14]([C:19]3=[C:23]([CH3:24])[CH2:22][CH2:21][C:20]3=[O:25])[cH:15][cH:16][cH:17][cH:18]2)[c:3]([CH3:8])[cH:4][c:5]([CH3:7])[cH:6]1>>[c:1]1([CH3:26])[c:2]([S:9](=[O:10])(=[O:11])[NH:12][c:13]2[c:14]([C:19]3=[C:23]([CH3:24])[CH2:22][CH:21]=[C:20]3[CH3:27])[cH:15][cH:16][cH:17][cH:18]2)[c:3]([CH3:8])[cH:4][c:5]([CH3:7])[cH:6]1. Reactants: BrCCCCCCBr (1,6-dibromohexane), O (water), oil, [H-].[Na+] (sodium hydride), C1(CCCCN1)=O (delta-valerolactam). Solvent: CN(C)C=O (DMF). Run at time 8 hour. Yields the product O=C1N(CCCC1)CCCCC(C)N1C(CCCC1)=O (1,5-bis(2-oxo-1-piperidinyl)hexane). Yield: 41.0%. Reaction SMILES: [H-].[Na+].[C:3]1(=[O:9])[NH:8][CH2:7][CH2:6][CH2:5][CH2:4]1.Br[CH2:11][CH2:12][CH2:13][CH2:14][CH2:15][CH2:16]Br.[OH2:18]>CN(C=O)C>[O:9]=[C:3]1[CH2:4][CH2:5][CH2:6][CH2:7][N:8]1[CH2:11][CH2:12][CH2:13][CH2:14][CH:15]([N:8]1[CH2:3][CH2:4][CH2:5][CH2:6][C:7]1=[O:18])[CH3:16] |f:0.1|. Procedure: To a 50% oil suspension of sodium hydride (3.16 grams, 65 mmol) in 60 mL dry DMF under nitrogen was added 6.53 grams (65 mmol) of delta-valerolactam. The mixture was stirred overnight. Then, 4.0 grams (16.3 mmol) of 1,6-dibromohexane was added, and the mixture was stirred for an additional six hours. Two hundred mL of water was added, and the aqueous phase was extracted with chloroform. The organic layer was washed with water and dried over magnesium sulfate, and the solvent was removed in vacuo...